This data is from the Open Reaction Database (ORD), a public repository of structured organic reaction records. The task is: describe an organic reaction: reactants, conditions, products, and yield The reactants are Cl (HCl), ClC=1C=CC(=C(C(=O)O)C1)[N+](=O)[O-] (5-Chloro-2-nitrobenzoic acid), [OH-].[K+] (KOH), alcohol, [Na+].[Cl-] (NaCl). The solvent is O (water), CS(=O)C (dimethylsulfoxide). Run at time 2 hour. The product is OC=1C=CC(=C(C(=O)O)C1)[N+](=O)[O-] (5-Hydroxy-2-nitrobenzoic acid). Reaction SMILES: Cl[C:2]1[CH:3]=[CH:4][C:5]([N+:11]([O-:13])=[O:12])=[C:6]([CH:10]=1)[C:7]([OH:9])=[O:8].[OH-:14].[K+].Cl.[Na+].[Cl-]>CS(C)=O.O>[OH:14][C:2]1[CH:3]=[CH:4][C:5]([N+:11]([O-:13])=[O:12])=[C:6]([CH:10]=1)[C:7]([OH:9])=[O:8] |f:1.2,4.5|. Procedure details: 5-Chloro-2-nitrobenzoic acid (100 g) in 800 ml dimethylsulfoxide was treated with 112 g powdered KOH with cooling, 170 ml anhydrous alcohol added and the mixture stirred 2 hours at 25° and then left overnight. The mixture was kept at 28° for about 8 hours, then overnight at 0°, warmed to room temperature and 3.5 liters of water added. The mixture was acidified with HCl, 1 kg NaCl added and extracted with ethyl acetate. The extract was washed with water, dried, 50 g KHCO3 in 500 ml water added, d... Reactants: Cl[Si](C)(C)C (chlorotrimethylsilane), C1=CC=CC=2C3=CC=CC=C3CC12 (fluorene), C(CCC)[Li] (butyl lithium), [NH4+].[Cl-] (NH4Cl). Run in O1CCCC1 (tetrahydrofuran), O (water), O1CCCC1 (tetrahydrofuran). Conditions: time 1 hour. The product is C[Si](C1C2=CC=CC=C2C=2C=CC=CC12)(C)C (9-(trimethylsilyl)fluorene). RXN SMILES: [CH:1]1[C:13]2[CH2:12][C:11]3[C:6](=[CH:7][CH:8]=[CH:9][CH:10]=3)[C:5]=2[CH:4]=[CH:3][CH:2]=1.C([Li])CCC.Cl[Si:20]([CH3:23])([CH3:22])[CH3:21].[NH4+].[Cl-]>O1CCCC1.O>[CH3:21][Si:20]([CH3:23])([CH3:22])[CH:12]1[C:11]2[CH:10]=[CH:9][CH:8]=[CH:7][C:6]=2[C:5]2[C:13]1=[CH:1][CH:2]=[CH:3][CH:4]=2 |f:3.4|. Procedure details: First, 8.3 g (0.05 m) of fluorene was dissolved in 150 ml of tetrahydrofuran. Then 31.8 ml (0.05 m) of butyl lithium (1.6 molar in hexane) was added dropwise to this solution. After a stirring period of one hour, 6.3 ml (0.05 mol) of chlorotrimethylsilane, dissolved in 25 ml of tetrahydrofuran was added to this solution over 3 hours. The reaction mixture was stirred for an additional 3 hours. Then, 50 ml of an aqueous NH4Cl solution was added to the dark yellow solution. The solution was treated... Isolated yield 48.6%. Procedure: To a mixed solution of toluene 4.0 mL, ethanol 1.2 mL and water 0.6 mL of tert-butyl 4-bromo-2-(4-fluoroanilino)benzoate 0.20 g were added 4-(4,4,5,5-tetramethyl-1,3,2-dioxaborolan-2-yl)isoquinoline 0.17 g, sodium hydrogen carbonate 0.12 g and tetrakis(triphenylphosphine)palladium(0) 35 mg, and it was heated and refluxed under nitrogen atmosphere for 4 hours. After the reaction mixture was cooled to room temperature, tetrakis(triphenylphosphine)palladium(0) 35 mg was added to it, and it was heat... The solvent is O (water), C(C)O (ethanol), O (water). Reactants: C1(=CC=CC=C1)C (toluene), BrC1=CC(=C(C(=O)OC(C)(C)C)C=C1)NC1=CC=C(C=C1)F (tert-butyl 4-bromo-2-(4-fluoroanilino)benzoate), CC1(OB(OC1(C)C)C1=CN=CC2=CC=CC=C12)C (4-(4,4,5,5-tetramethyl-1,3,2-dioxaborolan-2-yl)isoquinoline), C(O)([O-])=O.[Na+] (sodium hydrogen carbonate). Yields the product FC1=CC=C(NC2=C(C(=O)OC(C)(C)C)C=CC(=C2)C2=CN=CC3=CC=CC=C23)C=C1 (tert-butyl 2-(4-fluoroanilino)-4-(isoquinolin-4-yl)benzoate). Reagents/catalysts: C=1C=CC(=CC1)[P](C=2C=CC=CC2)(C=3C=CC=CC3)[Pd]([P](C=4C=CC=CC4)(C=5C=CC=CC5)C=6C=CC=CC6)([P](C=7C=CC=CC7)(C=8C=CC=CC8)C=9C=CC=CC9)[P](C=1C=CC=CC1)(C=1C=CC=CC1)C=1C=CC=CC1 (tetrakis(triphenylphosphine)palladium(0)), C=1C=CC(=CC1)[P](C=2C=CC=CC2)(C=3C=CC=CC3)[Pd]([P](C=4C=CC=CC4)(C=5C=CC=CC5)C=6C=CC=CC6)([P](C=7C=CC=CC7)(C=8C=CC=CC8)C=9C=CC=CC9)[P](C=1C=CC=CC1)(C=1C=CC=CC1)C=1C=CC=CC1 (tetrakis(triphenylphosphine)palladium(0)). As a reaction SMILES: C1(C)C=CC=CC=1.Br[C:9]1[CH:21]=[CH:20][C:12]([C:13]([O:15][C:16]([CH3:19])([CH3:18])[CH3:17])=[O:14])=[C:11]([NH:22][C:23]2[CH:28]=[CH:27][C:26]([F:29])=[CH:25][CH:24]=2)[CH:10]=1.CC1(C)C(C)(C)OB([C:38]2[C:47]3[C:42](=[CH:43][CH:44]=[CH:45][CH:46]=3)[CH:41]=[N:40][CH:39]=2)O1.C(=O)([O-])O.[Na+]>C1C=CC([P]([Pd]([P](C2C=CC=CC=2)(C2C=CC=CC=2)C2C=CC=CC=2)([P](C2C=CC=CC=2)(C2C=CC=CC=2)C2C=CC=CC=2)[P](C2C=CC=CC=2)(C2C=CC=CC=2)C2C=CC=CC=2)(C2C=CC=CC=2)C2C=CC=CC=2)=CC=1.O.C(O)C>[F:29][C:26]1[CH:27]=[CH:28][C:23]([NH:22][C:11]2[CH:10]=[C:9]([C:38]3[C:47]4[C:42](=[CH:43][CH:44]=[CH:45][CH:46]=4)[CH:41]=[N:40][CH:39]=3)[CH:21]=[CH:20][C:12]=2[C:13]([O:15][C:16]([CH3:19])([CH3:18])[CH3:17])=[O:14])=[CH:24][CH:25]=1 |f:3.4,^1:57,59,78,97|. Starting materials: O=C(n1ccnc1)n1ccnc1, [Cl-], O=C(O)C(c1ccc(OCc2ccc(F)cc2)cc1)c1ccc(OCc2ccc(F)cc2)cc1, [H-], Nc1nc(=S)ss1, [NH4+], [Na+], C1CCOC1, O, c1c[nH]cn1. Product: O=C(Nc1nc(=S)ss1)C(c1ccc(OCc2ccc(F)cc2)cc1)c1ccc(OCc2ccc(F)cc2)cc1. As a reaction SMILES: [C:35]([n:36]1[cH:37][cH:38][n:39][cH:40]1)([n:41]1[cH:42][cH:43][n:44][cH:45]1)=[O:46].[Cl-:62].[F:1][c:2]1[cH:3][cH:4][c:5]([CH2:6][O:7][c:8]2[cH:9][cH:10][c:11]([CH:14]([C:15](=[O:16])[OH:17])[c:18]3[cH:19][cH:20][c:21]([O:24][CH2:25][c:26]4[cH:27][cH:28][c:29]([F:32])[cH:30][cH:31]4)[cH:22][cH:23]3)[cH:12][cH:13]2)[cH:33][cH:34]1.[H-:52].[NH2:54][c:55]1[s:56][s:57][c:58](=[S:60])[n:59]1.[NH4+:63].[Na+:53].[O:64]1[CH2:65][CH2:66][CH2:67][CH2:68]1.[OH2:61].[nH:47]1[cH:48][cH:49][n:50][cH:51]1>>[F:1][c:2]1[cH:3][cH:4][c:5]([CH2:6][O:7][c:8]2[cH:9][cH:10][c:11]([CH:14]([C:15](=[O:16])[NH:54][c:55]3[s:56][s:57][c:58](=[S:60])[n:59]3)[c:18]3[cH:19][cH:20][c:21]([O:24][CH2:25][c:26]4[cH:27][cH:28][c:29]([F:32])[cH:30][cH:31]4)[cH:22][cH:23]3)[cH:12][cH:13]2)[cH:33][cH:34]1. As a reaction SMILES: [C:1]([C:4]1[C:18]([OH:19])=[CH:17][C:7]([O:8][CH2:9][CH2:10][CH2:11][CH2:12][CH2:13][C:14](O)=[O:15])=[C:6]([CH2:20][CH:21]=[CH2:22])[CH:5]=1)(=[O:3])[CH3:2].C(Cl)(=O)C([Cl:26])=O>CN(C)C=O.C(Cl)Cl>[C:1]([C:4]1[C:18]([OH:19])=[CH:17][C:7]([O:8][CH2:9][CH2:10][CH2:11][CH2:12][CH2:13][C:14]([Cl:26])=[O:15])=[C:6]([CH2:20][CH:21]=[CH2:22])[CH:5]=1)(=[O:3])[CH3:2]. The reagents and catalysts are CN(C=O)C (dimethylformamide). Procedure details: A mixture of 3.06 g of 6-(4-acetyl-5-hydroxy-2-allylphenoxy)hexanoic acid, 1.74 ml of oxalyl chloride, 100 ml of methylene chloride, and ten drops of dimethylformamide was mixed at 0° C. and allowed to warm to room temperature. After stirring for 4 hours, the solvents were removed by evaporation to provide the desired title product. NMR. Starting materials: C(C)(=O)C1=CC(=C(OCCCCCC(=O)O)C=C1O)CC=C (6-(4-acetyl-5-hydroxy-2-allylphenoxy)hexanoic acid), C(C(=O)Cl)(=O)Cl (oxalyl chloride). Reaction conditions: time 4 hour. Yields the product C(C)(=O)C1=CC(=C(OCCCCCC(=O)Cl)C=C1O)CC=C (6-(4-Acetyl-5-hydroxy-2-allylphenoxy)hexanoyl chloride). Run in C(Cl)Cl (methylene chloride). Reactants: N(=NC(=O)OCC)C(=O)OCC (diethyl azodicarboxylate), [N+](=O)([O-])C1=C(C=CC=C1)S(=O)(=O)NC1=CC=C(C=C1)CCC(=O)OC (methyl 3-(4-{[(2-nitrophenyl)sulfonyl]amino}phenyl)propanoate), C(C)OCCOC1=CC(=C(C(=C1)C)C1=CC(=CC=C1)CO)C ([4′-(2-ethoxyethoxy)-2′,6′-dimethylbiphenyl-3-yl]methanol), C1(=CC=CC=C1)P(C1=CC=CC=C1)C1=CC=CC=C1 (triphenylphosphine). Run in C1(=CC=CC=C1)C (toluene). Reaction conditions: time 43 hour. Product: C(C)OCCOC1=CC(=C(C(=C1)C)C1=CC(=CC=C1)CN(C1=CC=C(C=C1)CCC(=O)OC)S(=O)(=O)C1=C(C=CC=C1)[N+](=O)[O-])C (methyl 3-(4-{{[4′-(2-ethoxyethoxy)-2′,6′-dimethylbiphenyl-3-yl]methyl}[(2-nitrophenyl)sulfonyl]amino}phenyl)propanoate). As a reaction SMILES: [N+:1]([C:4]1[CH:9]=[CH:8][CH:7]=[CH:6][C:5]=1[S:10]([NH:13][C:14]1[CH:19]=[CH:18][C:17]([CH2:20][CH2:21][C:22]([O:24][CH3:25])=[O:23])=[CH:16][CH:15]=1)(=[O:12])=[O:11])([O-:3])=[O:2].[CH2:26]([O:28][CH2:29][CH2:30][O:31][C:32]1[CH:37]=[C:36]([CH3:38])[C:35]([C:39]2[CH:44]=[CH:43][CH:42]=[C:41]([CH2:45]O)[CH:40]=2)=[C:34]([CH3:47])[CH:33]=1)[CH3:27].C1(P(C2C=CC=CC=2)C2C=CC=CC=2)C=CC=CC=1.N(C(OCC)=O)=NC(OCC)=O>C1(C)C=CC=CC=1>[CH2:26]([O:28][CH2:29][CH2:30][O:31][C:32]1[CH:37]=[C:36]([CH3:38])[C:35]([C:39]2[CH:44]=[CH:43][CH:42]=[C:41]([CH2:45][N:13]([S:10]([C:5]3[CH:6]=[CH:7][CH:8]=[CH:9][C:4]=3[N+:1]([O-:3])=[O:2])(=[O:12])=[O:11])[C:14]3[CH:19]=[CH:18][C:17]([CH2:20][CH2:21][C:22]([O:24][CH3:25])=[O:23])=[CH:16][CH:15]=3)[CH:40]=2)=[C:34]([CH3:47])[CH:33]=1)[CH3:27]. Reported procedure: A solution of methyl 3-(4-{[(2-nitrophenyl)sulfonyl]amino}phenyl)propanoate (0.802 g, 2.20 mmol), [4′-(2-ethoxyethoxy)-2′,6′-dimethylbiphenyl-3-yl]methanol (0.601 g, 2.00 mmol) and triphenylphosphine (1.05 g, 4.00 mmol) in toluene (40 mL) was stirred under ice-cooling, and diethyl azodicarboxylate (40% toluene solution, 1.81 mL, 4.00 mmol) was added. The mixture was allowed to warm to room temperature and stirred for 43 hr. The reaction mixture was concentrated under reduced pressure, and the re... Starting materials: NC=1C=C(C=CC1)C1=CC(=CC=C1C)C(=O)O (3′-Amino-6-methylbiphenyl-3-carboxylic acid), ClC1=NC=NC=C1I (4-chloro-5-iodopyrimidine). The solvent is C(C)(C)O (isopropyl alcohol). Run at temperature 80 celsius, time 2 hour. Yields the product IC=1C(=NC=NC1)NC=1C=C(C=CC1)C1=CC(=CC=C1C)C(=O)O (3′-[(5-Iodopyrimidin-4-yl)amino]-6-methylbiphenyl-3-carboxylic acid). As a reaction SMILES: [NH2:1][C:2]1[CH:3]=[C:4]([C:8]2[C:13]([CH3:14])=[CH:12][CH:11]=[C:10]([C:15]([OH:17])=[O:16])[CH:9]=2)[CH:5]=[CH:6][CH:7]=1.Cl[C:19]1[C:24]([I:25])=[CH:23][N:22]=[CH:21][N:20]=1>C(O)(C)C>[I:25][C:24]1[C:19]([NH:1][C:2]2[CH:3]=[C:4]([C:8]3[C:13]([CH3:14])=[CH:12][CH:11]=[C:10]([C:15]([OH:17])=[O:16])[CH:9]=3)[CH:5]=[CH:6][CH:7]=2)=[N:20][CH:21]=[N:22][CH:23]=1. Procedure details: 3′-Amino-6-methylbiphenyl-3-carboxylic acid (3.00 g, 0.0132 mol) was mixed with 4-chloro-5-iodopyrimidine (3.30 g, 0.0137 mol) and isopropyl alcohol (60 mL). The resulting mixture was heated to 80° C., at which temperature solution occurred. A short time later, the product began to precipitate. After 2 h, HPLC showed 95% conversion of to product. HPLC Method: Zorbax SB C18, 5 μm, 15 cm, 35 C, flow 1.2 mL/min, 25% CH3CN—H20 (0.05% TFA), to 100% CH3CN in 8.0 min; stop time 11 min; detector 254 &22... The reactants are C(C)(=O)OCC (ethyl acetate), COC1=C2COC(C2=CC=C1)=O (4-methoxy-1-(3H)-isobenzofuranone), [BH4-].[Li+] (lithium borohydride), aqueous solution, Cl (hydrochloric acid). The solvent is CCCCCC (hexane), O1CCCC1 (tetrahydrofuran). Conditions: temperature 0 celsius. The product is COC1=C(C(=CC=C1)CO)CO (3-Methoxy-1,2-benzenedimethanol). The yield is 77.9%. Reaction SMILES: [CH3:1][O:2][C:3]1[CH:11]=[CH:10][CH:9]=[C:8]2[C:4]=1[CH2:5][O:6][C:7]2=[O:12].[BH4-].[Li+].Cl.C(OCC)(=O)C>O1CCCC1.CCCCCC>[CH3:1][O:2][C:3]1[CH:11]=[CH:10][CH:9]=[C:8]([CH2:7][OH:12])[C:4]=1[CH2:5][OH:6] |f:1.2|. Procedure: To a solution of 4-methoxy-1-(3H)-isobenzofuranone (described in J. Org. Chem., 52, 129 (1987); 1.64 g, 10.0 mmol) in tetrahydrofuran (30 ml) was added lithium borohydride (652.2 mg, 30 mmol) with stirring at 0° C., and the mixture was heated under reflux for 2.5 hours with stirring. After cooling the mixture to room temperature, a 2N aqueous solution of hydrochloric acid (20 ml) was added thereto. The product was extracted with ethyl acetate, and the organic layer was washed with a saturated aq...